From a dataset of the Open Reaction Database (ORD), a public repository of structured organic reaction records. describe an organic reaction: reactants, conditions, products, and yield Reactants: S(=O)(Cl)Cl (thionyl chloride), C[C@H]1C[C@H]([C@@H](CC1)C(C)C)OCCN(C)CCO (N-[2-((1R,3R,4S)-1-methyl-4-isopropylcyclohex-3-yloxy)ethyl]-N-(2-hydro xyethyl)-N-methylamine), C1(=CC=CC=C1)C (toluene). The reagents and catalysts are CN(C=O)C (dimethylformamide). Solvent: ClCCl (dichloromethane). Product: Cl.C[C@H]1C[C@H]([C@@H](CC1)C(C)C)OCCN(C)CCCl (N-[2-((1R,3R,4S)-1-methyl-4-isopropylcyclohex-3-yloxy)ethyl]-N-(2-chloroethyl)-N-methylamine hydrochloride). The yield is 97.6%. Reaction SMILES: [CH3:1][C@@H:2]1[CH2:7][CH2:6][C@@H:5]([CH:8]([CH3:10])[CH3:9])[C@H:4]([O:11][CH2:12][CH2:13][N:14]([CH2:16][CH2:17]O)[CH3:15])[CH2:3]1.S(Cl)([Cl:21])=O.C1(C)C=CC=CC=1>ClCCl.CN(C)C=O>[ClH:21].[CH3:1][C@@H:2]1[CH2:7][CH2:6][C@@H:5]([CH:8]([CH3:10])[CH3:9])[C@H:4]([O:11][CH2:12][CH2:13][N:14]([CH2:16][CH2:17][Cl:21])[CH3:15])[CH2:3]1 |f:5.6|. Procedure: 19 g of N-[2-((1R,3R,4S)-1-methyl-4-isopropylcyclohex-3-yloxy)ethyl]-N-(2-hydro xyethyl)-N-methylamine were dissolved in 200 ml of dichloromethane. 17.6 g of thionyl chloride were then added dropwise to the solution with ice-cooling. Two drops of dimethylformamide were then added as a catalyst, and the solution was heated under reflux for 3 hours. The reaction mixture was worked up by adding toluene and then evaporating the solution, after which fresh toluene was added to the residue and evapora... Reactants: CCOC(=O)C1CC(O)CN1S(=O)(=O)c1ccc(C)cc1, O, Cc1ccc(S(=O)(=O)Cl)cc1, c1ccncc1. Yields the product CCOC(=O)C1CC(OS(=O)(=O)c2ccc(C)cc2)CN1S(=O)(=O)c1ccc(C)cc1. As a reaction SMILES: [CH2:1]([CH3:2])[O:3][C:4]([CH:5]1[N:6]([S:11](=[O:12])(=[O:13])[c:14]2[cH:15][cH:16][c:17]([CH3:20])[cH:18][cH:19]2)[CH2:7][CH:8]([OH:10])[CH2:9]1)=[O:21].[OH2:33].[c:22]1([CH3:32])[cH:23][cH:24][c:25]([S:28](=[O:29])(=[O:30])[Cl:31])[cH:26][cH:27]1.[cH:34]1[cH:35][cH:36][n:37][cH:38][cH:39]1>>[CH2:1]([CH3:2])[O:3][C:4]([CH:5]1[N:6]([S:11](=[O:12])(=[O:13])[c:14]2[cH:15][cH:16][c:17]([CH3:20])[cH:18][cH:19]2)[CH2:7][CH:8]([O:10][S:28]([c:25]2[cH:24][cH:23][c:22]([CH3:32])[cH:27][cH:26]2)(=[O:29])=[O:30])[CH2:9]1)=[O:21]. The reactants are ClC1=NC(=NC(=C1C(=O)OCC)C)SC (ethyl 4-chloro-6-methyl-2-(methylthio)pyrimidine-5-carboxylate), C(C)(C)(C)OC(=O)NC1=CC=C(C=C1)B(O)O (4-(tert-butoxycarbonylamino)phenylboronic acid), tetrakis(triphenyl)phosphine, C([O-])([O-])=O.[K+].[K+] (potassium carbonate). The reagents and catalysts are [Pd] (palladium(0)). Solvent: O1CCOCC1 (dioxane), O (H2O). The product is COC1=CC=C(C=C1)C1=NC(=NC(=C1C(=O)OCC)C)SC (Ethyl 4-(4-methoxyphenyl)-6-methyl-2-(methylthio)pyrimidine-5-carboxylate). RXN SMILES: Cl[C:2]1[C:7]([C:8]([O:10][CH2:11][CH3:12])=[O:9])=[C:6]([CH3:13])[N:5]=[C:4]([S:14][CH3:15])[N:3]=1.C(OC(N[C:24]1[CH:29]=[CH:28][C:27](B(O)O)=[CH:26][CH:25]=1)=O)(C)(C)C.[C:33](=O)([O-])[O-:34].[K+].[K+]>O1CCOCC1.O.[Pd]>[CH3:33][O:34][C:24]1[CH:25]=[CH:26][C:27]([C:2]2[C:7]([C:8]([O:10][CH2:11][CH3:12])=[O:9])=[C:6]([CH3:13])[N:5]=[C:4]([S:14][CH3:15])[N:3]=2)=[CH:28][CH:29]=1 |f:2.3.4|. Reported procedure: A 20 mL reaction vessel was charged with ethyl 4-chloro-6-methyl-2-(methylthio)pyrimidine-5-carboxylate (1.00 g, 4.06 mmol), 4-(tert-butoxycarbonylamino)phenylboronic acid (1.00 g, 4.22 mmol), and tetrakis(triphenyl)phosphine)palladium(0) (0.17 g, 0.15 mmol) in 10 mL dioxane. The reaction mixture was purged with N2 for 25 minutes with stirring. To the mixture was added potassium carbonate (1.17 g, 8.44 mmol) in 4 mL H2O. The biphasic mixture was purged with N2 for 10 minutes. The mixture was sti... Starting materials: CCO, [Na+], CCCCOc1ccccc1-c1ncc(C(=O)OCC)c(=O)[nH]1, [OH-]. Product: CCCCOc1ccccc1-c1ncc(C(=O)O)c(=O)[nH]1. RXN SMILES: [CH3:26][CH2:27][OH:28].[Na+:25].[O:1]=[c:2]1[c:3]([C:19](=[O:20])[O:21][CH2:22][CH3:23])[cH:4][n:5][c:6](-[c:8]2[c:9]([O:14][CH2:15][CH2:16][CH2:17][CH3:18])[cH:10][cH:11][cH:12][cH:13]2)[nH:7]1.[OH-:24]>>[O:1]=[c:2]1[c:3]([C:19](=[O:20])[OH:21])[cH:4][n:5][c:6](-[c:8]2[c:9]([O:14][CH2:15][CH2:16][CH2:17][CH3:18])[cH:10][cH:11][cH:12][cH:13]2)[nH:7]1. Reactants: N1C(=CC2=CC=CC=C12)C(=O)O (1H-indole-2-carboxylic acid), CCN=C=NCCCN(C)C (EDCI), C=1C=CC2=C(C1)N=NN2O (HOBT), CCN(C(C)C)C(C)C (DIEA), N1CCC(CC1)C(=O)OCC (ethyl piperidine-4-carboxylate). Run in O (water), C(C)(=O)OCC (ethyl acetate), C1CCOC1 (THF). RXN SMILES: [NH:1]1[C:9]2[C:4](=[CH:5][CH:6]=[CH:7][CH:8]=2)[CH:3]=[C:2]1[C:10]([OH:12])=O.CCN=C=NCCCN(C)C.C1C=CC2N(O)N=NC=2C=1.CCN(C(C)C)C(C)C.[NH:43]1[CH2:48][CH2:47][CH:46]([C:49]([O:51][CH2:52][CH3:53])=[O:50])[CH2:45][CH2:44]1>C1COCC1.O.C(OCC)(=O)C>[NH:1]1[C:9]2[C:4](=[CH:5][CH:6]=[CH:7][CH:8]=2)[CH:3]=[C:2]1[C:10]([N:43]1[CH2:48][CH2:47][CH:46]([C:49]([O:51][CH2:52][CH3:53])=[O:50])[CH2:45][CH2:44]1)=[O:12]. The product is N1C(=CC2=CC=CC=C12)C(=O)N1CCC(CC1)C(=O)OCC (ethyl 1-(1H-indole-2-carbonyl)piperidine-4-carboxylate). Procedure: 1H-indole-2-carboxylic acid (2.49 g, 15.45 mmol), EDCI (4.44 g, 23.18 mmol), and HOBT (3.55 g, 23.18 mmol) were dissolved in THF (Volume: 30.0 ml). The reaction was allowed to stir for 15 minutes before DIEA (4.05 ml, 23.18 mmol) and ethyl piperidine-4-carboxylate (3.57 ml, 23.18 mmol) were added to the reaction. The reaction was diluted with water and ethyl acetate. The organic layer was washed with saturated sodium bicarbonate, 1H HCl, and saturated sodium chloride. The organic layer was then ... Reactants: N#N (N2), ClC=1C=C(C=CC1)C1=NC=2N(C3=CC=C(C=C13)C(N)(C1=NN=CN1C)C1=CC=C(C=C1)I)N=NN2 (5-(3-chlorophenyl)-α-(4-iodophenyl)-α-(4-methyl-4H-1,2,4-triazol-3-yl)-tetrazolo[1,5-a]quinazoline-7-methanamine), CN(C)C=O (DMF), ice water. Reagents/catalysts: [C-]#N.[C-]#N.[Zn+2] (Zn(CN)2), C=1C=CC(=CC1)[P](C=2C=CC=CC2)(C=3C=CC=CC3)[Pd]([P](C=4C=CC=CC4)(C=5C=CC=CC5)C=6C=CC=CC6)([P](C=7C=CC=CC7)(C=8C=CC=CC8)C=9C=CC=CC9)[P](C=1C=CC=CC1)(C=1C=CC=CC1)C=1C=CC=CC1 (Pd(PPh3)4). Conditions: temperature 80 celsius, time 1 hour. The product is NC(C1=CC=C(C#N)C=C1)(C1=NN=CN1C)C=1C=C2C(=NC=3N(C2=CC1)N=NN3)C3=CC(=CC=C3)Cl (4-[amino[5-(3-chlorophenyl)tetrazolo[1,5-a]quinazolin-7-yl](4-methyl-4H-1,2,4-triazol-3-yl)methyl]-benzonitrile). Yield: 35.0%. RXN SMILES: N#N.[Cl:3][C:4]1[CH:5]=[C:6]([C:10]2[C:19]3[C:14](=[CH:15][CH:16]=[C:17]([C:20]([C:28]4[CH:33]=[CH:32][C:31](I)=[CH:30][CH:29]=4)([C:22]4[N:26]([CH3:27])[CH:25]=[N:24][N:23]=4)[NH2:21])[CH:18]=3)[N:13]3[N:35]=[N:36][N:37]=[C:12]3[N:11]=2)[CH:7]=[CH:8][CH:9]=1.[CH3:38][N:39](C=O)C>[C-]#N.[C-]#N.[Zn+2].C1C=CC([P]([Pd]([P](C2C=CC=CC=2)(C2C=CC=CC=2)C2C=CC=CC=2)([P](C2C=CC=CC=2)(C2C=CC=CC=2)C2C=CC=CC=2)[P](C2C=CC=CC=2)(C2C=CC=CC=2)C2C=CC=CC=2)(C2C=CC=CC=2)C2C=CC=CC=2)=CC=1>[NH2:21][C:20]([C:17]1[CH:18]=[C:19]2[C:14](=[CH:15][CH:16]=1)[N:13]1[N:35]=[N:36][N:37]=[C:12]1[N:11]=[C:10]2[C:6]1[CH:7]=[CH:8][CH:9]=[C:4]([Cl:3])[CH:5]=1)([C:22]1[N:26]([CH3:27])[CH:25]=[N:24][N:23]=1)[C:28]1[CH:33]=[CH:32][C:31]([C:38]#[N:39])=[CH:30][CH:29]=1 |f:3.4.5,^1:51,53,72,91|. Reported procedure: N2 was bubbled at room temperature in a solution of 5-(3-chlorophenyl)-α-(4-iodophenyl)-α-(4-methyl-4H-1,2,4-triazol-3-yl)-tetrazolo[1,5-a]quinazoline-7-methanamine (0.0024 mol) in DMF (15 ml) for 1 hour. Zn(CN)2 (0.0036 mol) and Pd(PPh3)4 (0.0002 mol) were added. The mixture was stirred at 80° C. for 1 hour, cooled, poured out into ice water and extracted with EtOAc. The precipitate was filtered off (secondary product). The organic layer was washed twice with water then with saturated NaCl, sep... Reactants: C1CCOC1, CO, O=C(c1cc(C(F)(F)F)cc(C(F)(F)F)c1)N1CCC2(CC1)C(=O)NCN2c1ccc(Cl)cc1, [Li+], [OH-], O. Yields the product O=C1NCN(c2ccc(Cl)cc2)C12CCNCC2. Reaction SMILES: [CH2:37]1[O:38][CH2:39][CH2:40][CH2:41]1.[CH3:43][OH:44].[F:1][C:2]([F:3])([F:4])[c:5]1[cH:6][c:7]([C:33]([N:8]2[CH2:9][CH2:10][C:11]3([C:12](=[O:23])[NH:13][CH2:14][N:15]3[c:16]3[cH:17][cH:18][c:19]([Cl:22])[cH:20][cH:21]3)[CH2:24][CH2:25]2)=[O:34])[cH:26][c:27]([C:28]([F:29])([F:30])[F:31])[cH:32]1.[Li+:36].[OH-:35].[OH2:42]>>[NH:8]1[CH2:9][CH2:10][C:11]2([C:12](=[O:23])[NH:13][CH2:14][N:15]2[c:16]2[cH:17][cH:18][c:19]([Cl:22])[cH:20][cH:21]2)[CH2:24][CH2:25]1.